From a dataset of the Open Reaction Database (ORD), a public repository of structured organic reaction records. describe an organic reaction: reactants, conditions, products, and yield The reactants are CCOC(=O)c1cnn2c3ccc(N)cc3c(=O)n(C)c12, O, S=C=Nc1ccccc1, c1ccncc1. Yields the product CCOC(=O)c1cnn2c3ccc(NC(=S)Nc4ccccc4)cc3c(=O)n(C)c12. RXN SMILES: [NH2:1][c:2]1[cH:3][c:4]2[c:5](=[O:21])[n:6]([CH3:20])[c:7]3[n:8]([c:9]2[cH:10][cH:11]1)[n:12][cH:13][c:14]3[C:15](=[O:16])[O:17][CH2:18][CH3:19].[OH2:37].[c:22]1([N:28]=[C:29]=[S:30])[cH:23][cH:24][cH:25][cH:26][cH:27]1.[cH:31]1[cH:32][cH:33][n:34][cH:35][cH:36]1>>[NH:1]([c:2]1[cH:3][c:4]2[c:5](=[O:21])[n:6]([CH3:20])[c:7]3[n:8]([c:9]2[cH:10][cH:11]1)[n:12][cH:13][c:14]3[C:15](=[O:16])[O:17][CH2:18][CH3:19])[C:29]([NH:28][c:22]1[cH:23][cH:24][cH:25][cH:26][cH:27]1)=[S:30]. The reactants are O=C(OCc1ccccc1)C1CCC(F)(F)CC1, C1CCOC1, C[Si](C)(C)[N-][Si](C)(C)C, ClC(Cl)Cl, [K+], O=S(=O)(c1ccccc1)N1OC1c1ccccc1. The product is O=C(OCc1ccccc1)C1(O)CCC(F)(F)CC1. RXN SMILES: [CH2:1]([c:2]1[cH:3][cH:4][cH:5][cH:6][cH:7]1)[O:8][C:9](=[O:10])[CH:11]1[CH2:12][CH2:13][C:14]([F:17])([F:18])[CH2:15][CH2:16]1.[CH2:51]1[O:52][CH2:53][CH2:54][CH2:55]1.[CH3:19][Si:20]([N-:21][Si:22]([CH3:23])([CH3:24])[CH3:25])([CH3:26])[CH3:27].[CH:47]([Cl:48])([Cl:49])[Cl:50].[K+:28].[c:29]1([CH:30]2[N:31]([S:32]([c:33]3[cH:34][cH:35][cH:36][cH:38][cH:39]3)(=[O:40])=[O:41])[O:37]2)[cH:42][cH:43][cH:44][cH:45][cH:46]1>>[CH2:1]([c:2]1[cH:3][cH:4][cH:5][cH:6][cH:7]1)[O:8][C:9](=[O:10])[C:11]1([OH:37])[CH2:12][CH2:13][C:14]([F:17])([F:18])[CH2:15][CH2:16]1. Starting materials: CC([C@@H](C(=O)OC)N1C(C2=CC(=CC=C2C1)C1=CC=C(C=C1)NC(=O)C=1SC(=CN1)C1=CC=CC=C1)=O)C ((S)-Methyl 3-methyl-2-(1-oxo-6-(4-(5-phenylthiazole-2-carboxamido)phenyl)isoindolin-2-yl)butanoate), NC=1C=CC(=NC1)C1=CC=C2CN(C(C2=C1)=O)[C@H](C(=O)OC)C(C)C ((S)-Methyl 2-(6-(5-aminopyridin-2-yl)-1-oxoisoindolin-2-yl)-3-methylbutanoate), C1(=CC=CC=C1)C1=CN=C(S1)C(=O)OCC (ethyl 5-phenylthiazole-2-carboxylate). The product is CC([C@@H](C(=O)OC)N1C(C2=CC(=CC=C2C1)C1=NC=C(C=C1)NC(=O)C=1SC(=CN1)C1=CC=CC=C1)=O)C ((S)-Methyl 3-methyl-2-(1-oxo-6-(5-(5-phenylthiazole-2-carboxamido)pyridin-2-yl)isoindolin-2-yl)butanoate). Isolated yield 39.0%. RXN SMILES: [CH3:1][CH:2]([CH3:38])[C@H:3]([N:8]1[CH2:16][C:15]2[C:10](=[CH:11][C:12]([C:17]3[CH:22]=[CH:21][C:20]([NH:23][C:24]([C:26]4[S:27][C:28]([C:31]5[CH:36]=[CH:35][CH:34]=[CH:33][CH:32]=5)=[CH:29][N:30]=4)=[O:25])=[CH:19]C=3)=[CH:13][CH:14]=2)[C:9]1=[O:37])[C:4]([O:6][CH3:7])=[O:5].[NH2:39]C1C=CC(C2C=C3C(CN([C@@H](C(C)C)C(OC)=O)C3=O)=CC=2)=NC=1.C1(C2SC(C(OCC)=O)=NC=2)C=CC=CC=1>>[CH3:1][CH:2]([CH3:38])[C@H:3]([N:8]1[CH2:16][C:15]2[C:10](=[CH:11][C:12]([C:17]3[CH:22]=[CH:21][C:20]([NH:23][C:24]([C:26]4[S:27][C:28]([C:31]5[CH:36]=[CH:35][CH:34]=[CH:33][CH:32]=5)=[CH:29][N:30]=4)=[O:25])=[CH:19][N:39]=3)=[CH:13][CH:14]=2)[C:9]1=[O:37])[C:4]([O:6][CH3:7])=[O:5]. Reported procedure: The compound of example 636 was prepared analogous to the compound of example 611 by reaction of compound of example 392 with ethyl 5-phenylthiazole-2-carboxylate. Starting materials: ( 17 ), C1(CCCCC1)P(C1=C(C=CC=C1)C1=C(C=CC=C1)N(C)C)C1CCCCC1 (2-dicyclohexylphosphino-2′-(N,N-dimethylamino)biphenyl), ClC=1C=C(C(=NC1)OC=1C=C(C(=O)NC2=CC(=CC=C2)C(C)C)C=CC1C)C1=NC(=NC=C1)NC (3-[5-Chloro-3-(2-methylamino-pyrimidin-4-yl)-pyridin-2-yloxy]-N-(3-isopropyl-phenyl)-4-methyl-benzamide), N1CCCC1 (pyrrolidine). Reagents/catalysts: C=1C=CC(=CC1)/C=C/C(=O)/C=C/C2=CC=CC=C2.C=1C=CC(=CC1)/C=C/C(=O)/C=C/C2=CC=CC=C2.C=1C=CC(=CC1)/C=C/C(=O)/C=C/C2=CC=CC=C2.[Pd].[Pd] (Pd2(dba)3). Conditions: temperature 70 celsius, time 5 minute. The product is C(C)(C)C=1C=C(C=CC1)NC(C1=CC(=C(C=C1)C)OC1=NC=C(C=C1C1=NC(=NC=C1)NC)N1CCCC1)=O (N-(3-Isopropyl-phenyl)-4-methyl-3-[3-(2-methylamino-pyrimidin-4-yl)-5-pyrrolidin-1-yl-pyridin-2-yloxy]-benzamide). As a reaction SMILES: Cl[C:2]1[CH:3]=[C:4]([C:28]2[CH:33]=[CH:32][N:31]=[C:30]([NH:34][CH3:35])[N:29]=2)[C:5]([O:8][C:9]2[CH:10]=[C:11]([CH:24]=[CH:25][C:26]=2[CH3:27])[C:12]([NH:14][C:15]2[CH:20]=[CH:19][CH:18]=[C:17]([CH:21]([CH3:23])[CH3:22])[CH:16]=2)=[O:13])=[N:6][CH:7]=1.[NH:36]1[CH2:40][CH2:39][CH2:38][CH2:37]1.C1(P(C2CCCCC2)C2C=CC=CC=2C2C=CC=CC=2N(C)C)CCCCC1>C1C=CC(/C=C/C(/C=C/C2C=CC=CC=2)=O)=CC=1.C1C=CC(/C=C/C(/C=C/C2C=CC=CC=2)=O)=CC=1.C1C=CC(/C=C/C(/C=C/C2C=CC=CC=2)=O)=CC=1.[Pd].[Pd]>[CH:21]([C:17]1[CH:16]=[C:15]([NH:14][C:12](=[O:13])[C:11]2[CH:24]=[CH:25][C:26]([CH3:27])=[C:9]([O:8][C:5]3[C:4]([C:28]4[CH:33]=[CH:32][N:31]=[C:30]([NH:34][CH3:35])[N:29]=4)=[CH:3][C:2]([N:36]4[CH2:40][CH2:39][CH2:38][CH2:37]4)=[CH:7][N:6]=3)[CH:10]=2)[CH:20]=[CH:19][CH:18]=1)([CH3:23])[CH3:22] |f:3.4.5.6.7|. Reported procedure: The title compound was prepared using the procedure of Harris et. al. [Organic Letters 2002, 4 (17), 2885-2888.]: In a N2-flushed sealing tube, 3-[5-Chloro-3-(2-methylamino-pyrimidin-4-yl)-pyridin-2-yloxy]-N-(3-isopropyl-phenyl)-4-methyl-benzamide (100 mg, 0.21 mmol), pyrrolidine (0.022 mL, 0.26 mmol), Pd2(dba)3 (5.1 mg, 0.0055 mmol), and 2-dicyclohexylphosphino-2′-(N,N-dimethylamino)biphenyl (5.2 mg, 0.13 mmol) were combined. The tube was flushed with argon, and 1 M Li(TMS)2 in THF (Aldrich, 0.... Starting materials: [OH-].[K+] (potassium hydroxide), Cl (hydrochloric acid), C(CCCCC)C=1C(=CC=2C(CCC(C2C1)(C)C)(C)C)/C=C/C1=CC=C(C(=O)OCC)C=C1 (ethyl p-[(E)-2-(3-hexyl-5,6,7,8-tetrahydro-5,5,8,8-tetramethyl-2-naphthyl)vinyl]benzoate), O1CCCC1 (tetrahydrofuran). Solvent: O (water), C(C)O (ethanol), C(C)O (ethanol). Conditions: temperature 40 celsius. Product: C(CCCCC)C=1C(=CC=2C(CCC(C2C1)(C)C)(C)C)/C=C/C1=CC=C(C(=O)O)C=C1 (p-[(E)-2-(3-hexyl-5,6,7,8-tetrahydro-5,5,8,8-tetramethyl-2-naphthyl)vinyl]benzoic acid). The yield is 82.7%. RXN SMILES: [CH2:1]([C:7]1[C:8](/[CH:21]=[CH:22]/[C:23]2[CH:33]=[CH:32][C:26]([C:27]([O:29]CC)=[O:28])=[CH:25][CH:24]=2)=[CH:9][C:10]2[C:11]([CH3:20])([CH3:19])[CH2:12][CH2:13][C:14]([CH3:18])([CH3:17])[C:15]=2[CH:16]=1)[CH2:2][CH2:3][CH2:4][CH2:5][CH3:6].[OH-].[K+].O1CCCC1.Cl>C(O)C.O>[CH2:1]([C:7]1[C:8](/[CH:21]=[CH:22]/[C:23]2[CH:33]=[CH:32][C:26]([C:27]([OH:29])=[O:28])=[CH:25][CH:24]=2)=[CH:9][C:10]2[C:11]([CH3:19])([CH3:20])[CH2:12][CH2:13][C:14]([CH3:18])([CH3:17])[C:15]=2[CH:16]=1)[CH2:2][CH2:3][CH2:4][CH2:5][CH3:6] |f:1.2|. Procedure details: 8 g of this ester were dissolved in 50 ml of ethanol and treated with a solution of 10 g of potassium hydroxide in 10 ml of water and 20 ml of ethanol. After the addition of 50 ml of tetrahydrofuran the mixture was heated to 40° C. for 4 hours. The clear, yellow reaction solution was poured into a mixture of ice and 6N hydrochloric acid, extracted with ethyl acetate, the organic phase was washed with water, dried and evaporated. After recrystallization of the crystalline residue from hexane/ethy...